Dataset: the Open Reaction Database (ORD), a public repository of structured organic reaction records. Task: describe an organic reaction: reactants, conditions, products, and yield Reactants: BrC=1C(=C(C=C2C(C(=CN(C12)C1CC1)C(=O)O)=O)F)F (8-bromo-1-cyclopropyl-6,7-difluoro-1,4-dihydro-4-oxo-3-quinolinecarboxylic acid), C(C)(C)(C)OC(=O)N[C@@H]1CNC[C@H]1C (trans-3-t-butoxycarbonylamino-4-methylpyrrolidine), C1CCC2=NCCCN2CC1 (DBU). Solvent: C(C)#N (acetonitrile). Product: N[C@@H]1CN(C[C@H]1C)C1=C(C=C2C(C(=CN(C2=C1Br)C1CC1)C(=O)O)=O)F (7-(trans-3-Amino-4-methyl-1-pyrrolidinyl)-8-bromo-1-cyclopropyl-6-fluoro-1,4-dihydro-4-oxo-3-quinolinecarboxylic acid). The yield is 29.5%. Reaction SMILES: [Br:1][C:2]1[C:3](F)=[C:4]([F:19])[CH:5]=[C:6]2[C:11]=1[N:10]([CH:12]1[CH2:14][CH2:13]1)[CH:9]=[C:8]([C:15]([OH:17])=[O:16])[C:7]2=[O:18].C(OC([NH:28][C@H:29]1[C@H:33]([CH3:34])[CH2:32][NH:31][CH2:30]1)=O)(C)(C)C.C1CCN2C(=NCCC2)CC1>C(#N)C>[NH2:28][C@H:29]1[C@H:33]([CH3:34])[CH2:32][N:31]([C:3]2[C:2]([Br:1])=[C:11]3[C:6]([C:7](=[O:18])[C:8]([C:15]([OH:17])=[O:16])=[CH:9][N:10]3[CH:12]3[CH2:14][CH2:13]3)=[CH:5][C:4]=2[F:19])[CH2:30]1. Procedure: A mixture of 8-bromo-1-cyclopropyl-6,7-difluoro-1,4-dihydro-4-oxo-3-quinolinecarboxylic acid (0.11 g), trans-3-t-butoxycarbonylamino-4-methylpyrrolidine (0.082 g), DBU (0.054 g) and anhydrous acetonitrile (5 ml) was refluxed for 1.5 hours and then concentrated. The resulting residue was dissolved in chloroform (50 ml) and washed with 10% aqueous citric acid solution and water successively. The organic layer was concentrated under reduced pressure and to the oily residue was added methanol to cry...